This data is from the Open Reaction Database (ORD), a public repository of structured organic reaction records. The task is: describe an organic reaction: reactants, conditions, products, and yield Starting materials: ice, ClC=1C=CC2=C(N(C(C=C3N2C(N=N3)=O)=O)C3=CC=CC=C3)C1 (8-chloro-6-phenyl-1H-s-triazolo[4,3-a][1,5]benzodiazepine-1,5-dione), CI (methyl iodide). Run at time 2 hour. Yields the product CN1NC=2N(C3=C(N(C(C2)=O)C2=CC=CC=C2)C=C(C=C3)Cl)C1=O (2-Methyl-8-chloro-6-phenyl-1H-s-triazolo[4,3-a][1,5]benzodiazepin-1,5-dione). RXN SMILES: [Cl:1][C:2]1[CH:3]=[CH:4][C:5]2[N:11]3[C:12](=[O:15])[N:13]=[N:14][C:10]3=[CH:9][C:8](=[O:16])[N:7]([C:17]3[CH:22]=[CH:21][CH:20]=[CH:19][CH:18]=3)[C:6]=2[CH:23]=1.[CH3:24]I>>[CH3:24][N:13]1[C:12](=[O:15])[N:11]2[C:5]3[CH:4]=[CH:3][C:2]([Cl:1])=[CH:23][C:6]=3[N:7]([C:17]3[CH:22]=[CH:21][CH:20]=[CH:19][CH:18]=3)[C:8](=[O:16])[CH:9]=[C:10]2[NH:14]1. Procedure details: To an ice-cooled, stirred solution of 3.7 g of 8-chloro-6-phenyl-1H-s-triazolo[4,3-a][1,5]benzodiazepine-1,5-dione in 100 ml of dried and distilled 1,2-dimethoxyethane is added, in a portionwise manner, 0.57 g of a 57% dispersion of sodium hydride in mineral oil. After the evolution of hydrogen has ceased (15 min), a solution of 1.79 g (0.014 mole) of methyl iodide is added, the ice bath removed and stirring continued at room temperature for 2 hours, followed by heating under reflux for 1 hour. ... The reactants are C(\C=C\C1=CC(O)=C(O)C=C1)(=O)O (caffeic acid), C1(=CC=CC=C1)CCO (β-phenylethyl alcohol), C1(=CC=C(C=C1)S(=O)(=O)O)C (p-toluenesulfonic acid). Solvent: C1=CC=CC=C1 (benzene). The product is C1(=CC=CC=C1)CCOC(\C=C\C1=CC(O)=C(O)C=C1)=O (Caffeic acid β-phenylethyl ester). RXN SMILES: [C:1]([OH:13])(=[O:12])/[CH:2]=[CH:3]/[C:4]1[CH:11]=[CH:10][C:8]([OH:9])=[C:6]([OH:7])[CH:5]=1.[C:14]1([CH2:20][CH2:21]O)[CH:19]=[CH:18][CH:17]=[CH:16][CH:15]=1.C1(C)C=CC(S(O)(=O)=O)=CC=1>C1C=CC=CC=1>[C:14]1([CH2:20][CH2:21][O:12][C:1](=[O:13])/[CH:2]=[CH:3]/[C:4]2[CH:11]=[CH:10][C:8]([OH:9])=[C:6]([OH:7])[CH:5]=2)[CH:19]=[CH:18][CH:17]=[CH:16][CH:15]=1. Procedure: A solution of 1.80 g (10.0 mmol) of caffeic acid, 17.9 mL (150 mmol) of β-phenylethyl alcohol and 100 mg of p-toluenesulfonic acid in benzene (100 mL) were stirred overnight at reflux with a Dean Stark trap. Solvent and excess alcohol were removed by distillation and residue purified by silica gel chromatography (petroleum ether/CHCl3). Product was crystallized (ether/petroleum ether) to provide 67H-42-A as snow-white crystals, 1.0 g (35%): mp 128.0° C. 126°-128° C.) (Grunberger, D. et al., Expe... Starting materials: C(C)OC(=O)C=1N=C(SC1C)N (2-amino-5-methyl-thiazole-4-carboxylic acid ethyl ester), isoamyl nitrile. Run in C1CCOC1 (THF). Product: C(C)OC(=O)C=1N=CSC1C (5-Methyl-thiazole-4-carboxylic acid ethyl ester). Yield: 68.2%. As a reaction SMILES: [CH2:1]([O:3][C:4]([C:6]1[N:7]=[C:8](N)[S:9][C:10]=1[CH3:11])=[O:5])[CH3:2]>C1COCC1>[CH2:1]([O:3][C:4]([C:6]1[N:7]=[CH:8][S:9][C:10]=1[CH3:11])=[O:5])[CH3:2]. Procedure: In a 3-neck round bottom flask mix 2-amino-5-methyl-thiazole-4-carboxylic acid ethyl ester (62.9 g, 338 mmol) and THF (630 mL). Heat to reflux and treat the reaction mixture with isoamyl nitrile (52.6 g, 60.1 mL, 449 mmol) dropwise. Upon completion of the addition, stir the reaction at reflux for 1 h, then concentrate the reaction mixture by rotavap (hi-vac) to give 70 g crude product as a thick orange oil. Purify on silica gel (400 g, 20-45% EtOAc/hexanes) to afford 39.47 g (68%) of the title c... Reactants: [BH3-]C#N, C=O, CC#N, CO, O=C(Nc1ccc(Cl)c(C(F)(F)F)c1)C1Cc2cc(Oc3ccnc(C4=NCCN4)c3)ccc2CN1, [Na+], [Na+], O=C([O-])O. The product is CN1Cc2ccc(Oc3ccnc(C4=NCCN4)c3)cc2CC1C(=O)Nc1ccc(Cl)c(C(F)(F)F)c1. Reaction SMILES: [C:39]([BH3-:40])#[N:41].[CH2:37]=[O:38].[CH3:48][C:49]#[N:50].[CH3:51][OH:52].[Cl:1][c:2]1[c:3]([C:33]([F:34])([F:35])[F:36])[cH:4][c:5]([NH:8][C:9](=[O:10])[CH:11]2[NH:12][CH2:13][c:14]3[cH:15][cH:16][c:17]([O:21][c:22]4[cH:23][c:24]([C:28]5=[N:32][CH2:31][CH2:30][NH:29]5)[n:25][cH:26][cH:27]4)[cH:18][c:19]3[CH2:20]2)[cH:6][cH:7]1.[Na+:42].[Na+:47].[O-:43][C:44]([OH:45])=[O:46]>>[Cl:1][c:2]1[c:3]([C:33]([F:34])([F:35])[F:36])[cH:4][c:5]([NH:8][C:9](=[O:10])[CH:11]2[N:12]([CH3:39])[CH2:13][c:14]3[cH:15][cH:16][c:17]([O:21][c:22]4[cH:23][c:24]([C:28]5=[N:32][CH2:31][CH2:30][NH:29]5)[n:25][cH:26][cH:27]4)[cH:18][c:19]3[CH2:20]2)[cH:6][cH:7]1. Starting materials: ClCCCBr, O=C([O-])[O-], CN(C)C=O, COc1ccc(N2CCNCC2)cc1OC, [K+], [K+]. The product is COc1ccc(N2CCN(CCCCl)CC2)cc1OC. Reaction SMILES: [Br:1][CH2:2][CH2:3][CH2:4][Cl:5].[C:22](=[O:23])([O-:24])[O-:25].[CH3:28][N:29]([CH3:30])[CH:31]=[O:32].[CH3:6][O:7][c:8]1[cH:9][c:10]([N:16]2[CH2:17][CH2:18][NH:19][CH2:20][CH2:21]2)[cH:11][cH:12][c:13]1[O:14][CH3:15].[K+:26].[K+:27]>>[CH2:2]([CH2:3][CH2:4][Cl:5])[N:19]1[CH2:18][CH2:17][N:16]([c:10]2[cH:9][c:8]([O:7][CH3:6])[c:13]([O:14][CH3:15])[cH:12][cH:11]2)[CH2:21][CH2:20]1. Reactants: [N+](=[N-])=C (diazomethane), OC1=C(OC2=CC=CC=3CC(OC32)=O)C=CC=C1 (7-(2-hydroxyphenoxy)2,3-dihydrobenzofuran-2-one), C(C)(=O)O (acetic acid). The solvent is C(C)OCC (diethyl ether), C(C)OCC (diethyl ether), O1CCOCC1 (dioxane). Conditions: time 8 hour. The product is COC1=C(OC2=CC=CC=3CC(OC32)=O)C=CC=C1 (7-(2-methoxyphenoxy)-2,3-dihydrobenzofuran-2-one). As a reaction SMILES: [N+](=C)=[N-].[OH:4][C:5]1[CH:21]=[CH:20][CH:19]=[CH:18][C:6]=1[O:7][C:8]1[C:16]2[O:15][C:14](=[O:17])[CH2:13][C:12]=2[CH:11]=[CH:10][CH:9]=1.[C:22](O)(=O)C>C(OCC)C.O1CCOCC1>[CH3:22][O:4][C:5]1[CH:21]=[CH:20][CH:19]=[CH:18][C:6]=1[O:7][C:8]1[C:16]2[O:15][C:14](=[O:17])[CH2:13][C:12]=2[CH:11]=[CH:10][CH:9]=1. Reported procedure: An excess of a solution of diazomethane in diethyl ether was added to a solution of 7-(2-hydroxyphenoxy)2,3-dihydrobenzofuran-2-one (4.9 g) in a mixture of diethyl ether (50 ml) and dioxane (50 ml), and allowed to stand overnight at room temperature. To the reaction mixture was added acetic acid (1 ml), and the organic solvent was distilled off. The oily residue was purified by column chromatography, and the crude crystals were crystallized from ethyl acetate to give 7-(2-methoxyphenoxy)-2,3-dih...